This data is from the Open Reaction Database (ORD), a public repository of structured organic reaction records. The task is: describe an organic reaction: reactants, conditions, products, and yield The reactants are C(CCC)OC(=O)C=1N=C(C2=CC=CC=C2C1O)Cl (1-chloro-4-hydroxy-isoquinoline-3-carboxylic acid butyl ester), COC=1C=C(C=CC1)O (3-methoxy phenol). Yields the product C(CCC)OC(=O)C=1N=C(C2=CC=CC=C2C1O)OC1=CC(=CC=C1)OC (4-hydroxy-1-(3-methoxy-phenoxy)-isoquinoline-3-carboxylic acid butyl ester). Reaction SMILES: [CH2:1]([O:5][C:6]([C:8]1[N:9]=[C:10](Cl)[C:11]2[C:16]([C:17]=1[OH:18])=[CH:15][CH:14]=[CH:13][CH:12]=2)=[O:7])[CH2:2][CH2:3][CH3:4].[CH3:20][O:21][C:22]1[CH:23]=[C:24]([OH:28])[CH:25]=[CH:26][CH:27]=1>>[CH2:1]([O:5][C:6]([C:8]1[N:9]=[C:10]([O:28][C:24]2[CH:25]=[CH:26][CH:27]=[C:22]([O:21][CH3:20])[CH:23]=2)[C:11]2[C:16]([C:17]=1[OH:18])=[CH:15][CH:14]=[CH:13][CH:12]=2)=[O:7])[CH2:2][CH2:3][CH3:4]. Procedure details: Synthesized from 1-chloro-4-hydroxy-isoquinoline-3-carboxylic acid butyl ester and 3-methoxy phenol in analogy to Example D-20 d); MS-(+)-ion: M+1=368.1.